The task is: describe an organic reaction: reactants, conditions, products, and yield. This data is from the Open Reaction Database (ORD), a public repository of structured organic reaction records. Starting materials: C(C)(=O)SCC(C(=O)NC=1C=C(C(=O)O)C=CC1)CC1=CC=CC=C1 (3-[(2-Acetylthiomethyl-3-phenylpropionyl)amino]-benzoic acid), C(C1=CC=CC=C1)O (benzyl alcohol), CCN=C=NCCCN(C)C.Cl (EDC.HCl). The reagents and catalysts are CN(C1=CC=NC=C1)C (4-dimethylaminopyridine). Solvent: ClCCl (dichloromethane). Yields the product C(C)(=O)SCC(C(=O)NC=1C=C(C(=O)OCC2=CC=CC=C2)C=CC1)CC1=CC=CC=C1 (benzyl 3-[(2-acetylthiomethyl-3-phenylpropionyl)amino]benzoate). Reaction SMILES: [C:1]([S:4][CH2:5][CH:6]([CH2:19][C:20]1[CH:25]=[CH:24][CH:23]=[CH:22][CH:21]=1)[C:7]([NH:9][C:10]1[CH:11]=[C:12]([CH:16]=[CH:17][CH:18]=1)[C:13]([OH:15])=[O:14])=[O:8])(=[O:3])[CH3:2].[CH2:26](O)[C:27]1[CH:32]=[CH:31][CH:30]=[CH:29][CH:28]=1.CCN=C=NCCCN(C)C.Cl>CN(C)C1C=CN=CC=1.ClCCl>[C:1]([S:4][CH2:5][CH:6]([CH2:19][C:20]1[CH:21]=[CH:22][CH:23]=[CH:24][CH:25]=1)[C:7]([NH:9][C:10]1[CH:11]=[C:12]([CH:16]=[CH:17][CH:18]=1)[C:13]([O:15][CH2:26][C:27]1[CH:32]=[CH:31][CH:30]=[CH:29][CH:28]=1)=[O:14])=[O:8])(=[O:3])[CH3:2] |f:2.3|. Procedure details: 3-[(2-Acetylthiomethyl-3-phenylpropionyl)amino]-benzoic acid prepared in Example 68-(b)-[1] (0.3 g), 4-dimethylaminopyridine (0.01 g) and benzyl alcohol (0.1 g) are dissolved in dichloromethane (25 ml), and thereto is added EDC.HCl (0.18 g), and the mixture is stirred at room temperature three nights. The reaction mixture is washed with saturated aqueous citric acid solution, water, saturated aqueous sodium hydrogen carbonate solution and water in this order, dried over anhydrous magnesium sulfa... Starting materials: BrCc1ccccc1, Brc1cccc2[nH]ccc12, [H-], [Na+], CN(C)C=O. The product is Brc1cccc2c1ccn2Cc1ccccc1. RXN SMILES: [Br:13][CH2:14][c:15]1[cH:16][cH:17][cH:18][cH:19][cH:20]1.[Br:1][c:2]1[c:3]2[cH:4][cH:5][nH:6][c:7]2[cH:8][cH:9][cH:10]1.[H-:11].[Na+:12].[O:21]=[CH:22][N:23]([CH3:24])[CH3:25]>>[Br:1][c:2]1[c:3]2[cH:4][cH:5][n:6]([CH2:14][c:15]3[cH:16][cH:17][cH:18][cH:19][cH:20]3)[c:7]2[cH:8][cH:9][cH:10]1.